Dataset: the Open Reaction Database (ORD), a public repository of structured organic reaction records. Task: describe an organic reaction: reactants, conditions, products, and yield Starting materials: CO, COC(=O)CC12CCCC(c3ccc(C4=Nc5c(N)ncnc5OC4(C)C)cc3)(CC1)CC2, [Na+], [OH-]. Product: CC1(C)Oc2ncnc(N)c2N=C1c1ccc(C23CCCC(CC(=O)O)(CC2)CC3)cc1. RXN SMILES: [CH3:36][OH:37].[NH2:1][c:2]1[n:3][cH:4][n:5][c:6]2[c:11]1[N:10]=[C:9]([c:12]1[cH:13][cH:14][c:15]([C:18]34[CH2:19][CH2:20][CH2:21][C:22]([CH2:27][C:28](=[O:29])[O:30][CH3:31])([CH2:23][CH2:24]3)[CH2:25][CH2:26]4)[cH:16][cH:17]1)[C:8]([CH3:32])([CH3:33])[O:7]2.[Na+:35].[OH-:34]>>[NH2:1][c:2]1[n:3][cH:4][n:5][c:6]2[c:11]1[N:10]=[C:9]([c:12]1[cH:13][cH:14][c:15]([C:18]34[CH2:19][CH2:20][CH2:21][C:22]([CH2:27][C:28](=[O:29])[OH:30])([CH2:23][CH2:24]3)[CH2:25][CH2:26]4)[cH:16][cH:17]1)[C:8]([CH3:32])([CH3:33])[O:7]2.